Dataset: the Open Reaction Database (ORD), a public repository of structured organic reaction records. Task: describe an organic reaction: reactants, conditions, products, and yield Starting materials: O=C([O-])[O-], COc1ccc(B(O)O)cn1, COCCOC, CSc1nc(Cl)cc(Cl)n1, [Cs+], [Cs+], O, c1ccc(P(c2ccccc2)(c2ccccc2)[Pd](P(c2ccccc2)(c2ccccc2)c2ccccc2)(P(c2ccccc2)(c2ccccc2)c2ccccc2)P(c2ccccc2)(c2ccccc2)c2ccccc2)cc1. The product is COc1ccc(-c2cc(Cl)nc(SC)n2)cn1. As a reaction SMILES: [C:22](=[O:23])([O-:24])[O-:25].[CH3:1][O:2][c:3]1[n:4][cH:5][c:6]([B:9]([OH:10])[OH:11])[cH:7][cH:8]1.[CH3:28][O:29][CH2:30][CH2:31][O:32][CH3:33].[Cl:12][c:13]1[n:14][c:15]([S:20][CH3:21])[n:16][c:17]([Cl:19])[cH:18]1.[Cs+:26].[Cs+:27].[OH2:34].[cH:35]1[cH:36][cH:37][c:38]([P:39]([Pd:40]([P:41]([c:42]2[cH:43][cH:44][cH:45][cH:46][cH:47]2)([c:48]2[cH:49][cH:50][cH:51][cH:52][cH:53]2)[c:54]2[cH:55][cH:56][cH:57][cH:58][cH:59]2)([P:60]([c:61]2[cH:62][cH:63][cH:64][cH:65][cH:66]2)([c:67]2[cH:68][cH:69][cH:70][cH:71][cH:72]2)[c:73]2[cH:74][cH:75][cH:76][cH:77][cH:78]2)[P:79]([c:80]2[cH:81][cH:82][cH:83][cH:84][cH:85]2)([c:86]2[cH:87][cH:88][cH:89][cH:90][cH:91]2)[c:92]2[cH:93][cH:94][cH:95][cH:96][cH:97]2)([c:98]2[cH:99][cH:100][cH:101][cH:102][cH:103]2)[c:104]2[cH:105][cH:106][cH:107][cH:108][cH:109]2)[cH:110][cH:111]1>>[CH3:1][O:2][c:3]1[n:4][cH:5][c:6](-[c:17]2[n:16][c:15]([S:20][CH3:21])[n:14][c:13]([Cl:12])[cH:18]2)[cH:7][cH:8]1.